Dataset: the Open Reaction Database (ORD), a public repository of structured organic reaction records. Task: describe an organic reaction: reactants, conditions, products, and yield Reactants: O=[N+]([O-])c1ccc(Cl)cc1Br, O=C([O-])[O-], CS(C)=O, Cc1ccccc1, [Cs+], [Cs+], Nc1nc(-c2ccncc2)c2[nH]c(=O)n(C3CCOCC3)c2n1, CC(=O)[O-], CC(=O)[O-], [Pd+2], c1ccc(P(c2ccccc2)c2ccc3ccccc3c2-c2c(P(c3ccccc3)c3ccccc3)ccc3ccccc23)cc1. As a reaction SMILES: [Br:76][c:77]1[c:78]([N+:84](=[O:85])[O-:86])[cH:79][cH:80][c:81]([Cl:83])[cH:82]1.[C:24](=[O:25])([O-:26])[O-:27].[CH3:103][S:104]([CH3:105])=[O:106].[CH3:87][c:88]1[cH:89][cH:90][cH:91][cH:92][cH:93]1.[Cs+:28].[Cs+:29].[NH2:1][c:2]1[n:3][c:4](-[c:18]2[cH:19][cH:20][n:21][cH:22][cH:23]2)[c:5]2[nH:6][c:7](=[O:17])[n:8]([CH:11]3[CH2:12][CH2:13][O:14][CH2:15][CH2:16]3)[c:9]2[n:10]1.[O-:95][C:96]([CH3:97])=[O:98].[O-:99][C:100]([CH3:101])=[O:102].[Pd+2:94].[cH:30]1[cH:31][cH:32][c:33]([P:34]([c:35]2[cH:36][cH:37][c:38]3[c:39]([cH:40][cH:41][cH:42][cH:43]3)[c:44]2-[c:45]2[c:46]3[c:47]([cH:48][cH:49][cH:50][cH:51]3)[cH:52][cH:53][c:54]2[P:55]([c:56]2[cH:57][cH:58][cH:59][cH:60][cH:61]2)[c:62]2[cH:63][cH:64][cH:65][cH:66][cH:67]2)[c:68]2[cH:69][cH:70][cH:71][cH:72][cH:73]2)[cH:74][cH:75]1>>[NH:1]([c:2]1[n:3][c:4](-[c:18]2[cH:19][cH:20][n:21][cH:22][cH:23]2)[c:5]2[nH:6][c:7](=[O:17])[n:8]([CH:11]3[CH2:12][CH2:13][O:14][CH2:15][CH2:16]3)[c:9]2[n:10]1)[c:77]1[c:78]([N+:84](=[O:85])[O-:86])[cH:79][cH:80][c:81]([Cl:83])[cH:82]1. Product: O=c1[nH]c2c(-c3ccncc3)nc(Nc3cc(Cl)ccc3[N+](=O)[O-])nc2n1C1CCOCC1. Starting materials: BrCC (bromoethane), C#C (acetylene), FC1=CC=C(OC=2C=C(C=O)C=CC2)C=C1 (3-(4-fluorophenoxy)-benzaldehyde), C#C (acetylene), [Mg] (magnesium), Cl (hydrochloric acid), ice water, C(#C)[Mg]Br (ethynyl magnesium bromide). Solvent: O1CCCC1 (tetrahydrofuran), O1CCCC1 (tetrahydrofuran), O1CCCC1 (tetrahydrofuran). Reaction conditions: temperature 50 celsius, time 30 minute. Yields the product FC1=CC=C(OC=2C=C(C(C#C)O)C=CC2)C=C1 (3-(4-fluorophenoxy)-α-ethynyl-benzyl alcohol). Yield: 60.3%. RXN SMILES: Br[CH2:2][CH3:3].[Mg].C#C.[F:7][C:8]1[CH:22]=[CH:21][C:11]([O:12][C:13]2[CH:14]=[C:15]([CH:18]=[CH:19][CH:20]=2)[CH:16]=[O:17])=[CH:10][CH:9]=1.C([Mg]Br)#C.Cl>O1CCCC1>[F:7][C:8]1[CH:22]=[CH:21][C:11]([O:12][C:13]2[CH:14]=[C:15]([CH:18]=[CH:19][CH:20]=2)[CH:16]([OH:17])[C:2]#[CH:3])=[CH:10][CH:9]=1. Procedure details: 14 g (0.13 mol) of bromoethane were slowly added dropwise, while stirring, to 2.4 g (0.1 mol) of magnesium filings in 70 ml of anhydrous tetrahydrofuran at 30°-40° C. and the mixture was then stirred for a further 30 minutes at 50° C. The Grignard solution thus prepared was transferred into a dropping funnel under nitrogen and was added dropwise to a saturated solution of acetylene in 40 ml of anhydrous tetrahydrofuran, the solution having been saturated at 20° C. During the addition further ace... Reactants: OO (hydrogen peroxide), O (water), FC1=CC=C(C(=O)C2CCN(CC2)CCN2C(NC3=CC(=CC=C3C2=O)[N+](=O)[O-])=S)C=C1 (3-[2-[4-(4-fluorobenzoyl)-1-piperidinyl]ethyl]-2,3-dihydro-7-nitro-2-thioxo-4(1H)-quinazolinone), [OH-].[K+] (potassium hydroxide), O (water). The solvent is C(C)(=O)O (acetic acid), C(C)O (ethanol). Conditions: time 2.5 hour. The product is FC1=CC=C(C(=O)C2CCN(CC2)CCN2C(NC3=CC(=CC=C3C2=O)[N+](=O)[O-])=O)C=C1 (3-[2-[4-(4-fluorobenzoyl)-1-piperidinyl]ethyl]-7-nitro-2,4(1H,3H)-quinazolinedione). As a reaction SMILES: [F:1][C:2]1[CH:32]=[CH:31][C:5]([C:6]([CH:8]2[CH2:13][CH2:12][N:11]([CH2:14][CH2:15][N:16]3[C:25](=[O:26])[C:24]4[C:19](=[CH:20][C:21]([N+:27]([O-:29])=[O:28])=[CH:22][CH:23]=4)[NH:18][C:17]3=S)[CH2:10][CH2:9]2)=[O:7])=[CH:4][CH:3]=1.[OH-:33].[K+].O.OO>C(O)C.C(O)(=O)C>[F:1][C:2]1[CH:32]=[CH:31][C:5]([C:6]([CH:8]2[CH2:13][CH2:12][N:11]([CH2:14][CH2:15][N:16]3[C:25](=[O:26])[C:24]4[C:19](=[CH:20][C:21]([N+:27]([O-:29])=[O:28])=[CH:22][CH:23]=4)[NH:18][C:17]3=[O:33])[CH2:10][CH2:9]2)=[O:7])=[CH:4][CH:3]=1 |f:1.2|. Procedure details: To a stirred mixture of 7 parts of 3-[2-[4-(4-fluorobenzoyl)-1-piperidinyl]ethyl]-2,3-dihydro-7-nitro-2-thioxo-4(1H)-quinazolinone, 120 parts of a solution of potassium hydroxide in ethanol 5% and 10 parts of water were added dropwise 100 parts of a hydrogen peroxide solution 3% during a 10 minutes period. Upon completion, stirring was continued for 2.50 hours at room temperature. Then there were added 100 parts of water and the whole was neutralized with acetic acid. The precipitated product wa... Reaction SMILES: [F:1][C:2]1[CH:9]=[CH:8][CH:7]=[C:6]([CH3:10])[C:3]=1[C:4]#[N:5].S(O)(C)(=O)=O.C1C(=O)N([Br:23])C(=O)C1>>[Br:23][C:7]1[C:6]([CH3:10])=[C:3]([C:2]([F:1])=[CH:9][CH:8]=1)[C:4]#[N:5]. Solvent: EtOAc Hexanes. Starting materials: 3, C1CC(=O)N(C1=O)Br (NBS), FC1=C(C#N)C(=CC=C1)C (2-Fluoro-6-methyl-benzonitrile), S(=O)(=O)(C)O (MsOH), ice. Conditions: temperature 50 celsius, time 33 hour. Product: BrC=1C(=C(C#N)C(=CC1)F)C (3-bromo-6-fluoro-2-methyl-benzonitrile). Procedure: To a 3 L 3 Neck RB equipped with overhead stirrer was charged 2-Fluoro-6-methyl-benzonitrile (191.8 g., 1419 mmol) and MsOH (563 mL, 8516 mmol). NBS (265 g., 1490 mmol) was added portionwise to this stirred solution over 30 minutes, and the mixture was stirred at 50° C. for 33 hours. By this time, HPLC shows the reaction to be mostly complete, so the reaction was poured into 1 L of ice (exotherm noted), diluted with 700 mL 30% EtOAc/Hexanes, and agitated. The aqueous layer was cut, and the organ... Starting materials: NCCCC(=O)O (4-aminobutyric acid), [OH-].[Na+] (sodium hydroxide), COC1=CC=C(C=C1)O (p-methoxyphenol), 52.39, C(C(=C)C)(=O)Cl (methacryloyl chloride), bromination. Product: C(C(=C)C)(=O)NCCCC(=O)O (N-Methacryloyl-4-aminobutanoic Acid). Reaction SMILES: [NH2:1][CH2:2][CH2:3][CH2:4][C:5]([OH:7])=[O:6].[C:8](Cl)(=[O:12])[C:9]([CH3:11])=[CH2:10].[OH-].[Na+].COC1C=CC(O)=CC=1>>[C:8]([NH:1][CH2:2][CH2:3][CH2:4][C:5]([OH:7])=[O:6])(=[O:12])[C:9]([CH3:11])=[CH2:10] |f:2.3|. Procedure: The general procedure above is utilized with 51.5 g (0.5 mol) of 4-aminobutyric acid, 52.39 (0.5 mol) of methacryloyl chloride, 40 g (1 mol) of sodium hydroxide. p-methoxyphenol is used as an inihibitor. Crystallization from ethyl acetate yielded very low melting crystalline material, melting point (30°-35° C.). Purity by bromination 100.14%. NMR (CDCl3), 10.85 gamma (br s, 1H, COOH), 7.1 gamma (br s, 1H, NH), 6.0 gamma (br s, 1H, =CH2), 5.65 gamma (br s, 1H, =CH2), 3.6 gamma (q, 2H, NCH2), 2.6 ...